From a dataset of the Open Reaction Database (ORD), a public repository of structured organic reaction records. describe an organic reaction: reactants, conditions, products, and yield The reactants are C(=O)(C(=O)OCC)NC1=C(C(=C(C(=C1)Cl)Cl)Cl)[N+](=O)[O-] (N-ethoxalyl-2-nitro-3,4,5-trichloroaniline). Reagents/catalysts: [Pt] (Pt-C). Run in C(C)O (ethanol). The product is ON1C(C(NC2=CC(=C(C(=C12)Cl)Cl)Cl)=O)=O (1-hydroxy-6,7,8-trichloroquinoxaline-2,3(1H,4H)-dione). Yield: 10.8%. RXN SMILES: [C:1]([NH:8][C:9]1[CH:14]=[C:13]([Cl:15])[C:12]([Cl:16])=[C:11]([Cl:17])[C:10]=1[N+:18]([O-:20])=O)([C:3](OCC)=[O:4])=[O:2]>C(O)C.[Pt]>[OH:20][N:18]1[C:10]2[C:9](=[CH:14][C:13]([Cl:15])=[C:12]([Cl:16])[C:11]=2[Cl:17])[NH:8][C:1](=[O:2])[C:3]1=[O:4]. Procedure: A solution of 2.0 g (5.9 mmol) N-ethoxalyl-2-nitro-3,4,5-trichloroaniline in 50 ml ethanol was hydrogenated at atm. pressure by using 70 mg Pt-C (5%) as a catalyst. The precipitate was filtered off and the filter cake was washed with 10 ml 1N aqueous potassium hydroxide. The filtrate was acidified with concentrated hydrochloric acid and the precipitate was filtered off, washed with water, ethanol and ether to give 0.18 g (11%) of 1-hydroxy-6,7,8-trichloroquinoxaline-2,3(1H,4H)-dione. M.p. decomp...